This data is from the Open Reaction Database (ORD), a public repository of structured organic reaction records. The task is: describe an organic reaction: reactants, conditions, products, and yield The reactants are CCCCC1(CCCC)C(=O)C=C(O)c2ccccc21, CSC(SC)=[S+]C, C1COCCO1, O, COS(=O)(=O)[O-]. The product is CCCCC1(CCCC)C(=O)C(=C(SC)SC)C(=O)c2ccccc21. Reaction SMILES: [CH2:1]([CH2:2][CH2:3][CH3:4])[C:5]1([CH2:17][CH2:18][CH2:19][CH3:20])[C:6](=[O:16])[CH:7]=[C:8]([OH:15])[c:9]2[cH:10][cH:11][cH:12][cH:13][c:14]21.[CH3:27][S:28][C:29]([S:30][CH3:31])=[S+:32][CH3:33].[O:34]1[CH2:35][CH2:36][O:37][CH2:38][CH2:39]1.[OH2:40].[S:21]([O-:22])([O:23][CH3:24])(=[O:25])=[O:26]>>[CH2:1]([CH2:2][CH2:3][CH3:4])[C:5]1([CH2:17][CH2:18][CH2:19][CH3:20])[C:6](=[O:16])[C:7](=[C:29]([S:28][CH3:27])[S:30][CH3:31])[C:8](=[O:15])[c:9]2[cH:10][cH:11][cH:12][cH:13][c:14]21. The reactants are C(=NC1CCCCC1)=NC1CCCCC1, O=C(O)Cc1ccc(Cl)c(Cl)c1, ClCCl, CCN1CCCC1CN. Yields the product CCN1CCCC1CNC(=O)Cc1ccc(Cl)c(Cl)c1. As a reaction SMILES: [CH:22]1([N:23]=[C:24]=[N:25][CH:26]2[CH2:27][CH2:28][CH2:29][CH2:30][CH2:31]2)[CH2:32][CH2:33][CH2:34][CH2:35][CH2:36]1.[Cl:10][c:11]1[cH:12][c:13]([CH2:18][C:19](=[O:20])[OH:21])[cH:14][cH:15][c:16]1[Cl:17].[Cl:37][CH2:38][Cl:39].[NH2:1][CH2:2][CH:3]1[N:4]([CH2:8][CH3:9])[CH2:5][CH2:6][CH2:7]1>>[NH:1]([CH2:2][CH:3]1[N:4]([CH2:8][CH3:9])[CH2:5][CH2:6][CH2:7]1)[C:19]([CH2:18][c:13]1[cH:12][c:11]([Cl:10])[c:16]([Cl:17])[cH:15][cH:14]1)=[O:20]. The reactants are [BH4-].[K+] (potassium borohydride), ClC=1C=CC(=NC1)N1C(SCC1O)=S (3-(5-chloropyrid-2-yl)-4-hydroxythiazolidine-2-thione), aqueous solution, Cl (hydrochloric acid). Solvent: O (water), C(C)#N (acetonitrile). Reaction conditions: time 30 minute. Product: ClC=1C=CC(=NC1)NC(SCCO)=S (2-Hydroxyethyl 5-chloropyrid-2-yldithiocarbamate). Isolated yield 48.3%. As a reaction SMILES: [BH4-].[K+].[Cl:3][C:4]1[CH:5]=[CH:6][C:7]([N:10]2[CH:14]([OH:15])[CH2:13][S:12][C:11]2=[S:16])=[N:8][CH:9]=1.Cl>O.C(#N)C>[Cl:3][C:4]1[CH:5]=[CH:6][C:7]([NH:10][C:11](=[S:16])[S:12][CH2:13][CH2:14][OH:15])=[N:8][CH:9]=1 |f:0.1|. Procedure details: A solution of potassium borohydride (8.35 g) in distilled water (95 cc) is added, at a maximum of 30° C., to a suspension of 3-(5-chloropyrid-2-yl)-4-hydroxythiazolidine-2-thione (38.0 g) in acetonitrile (380 cc). The reaction is allowed to proceed for 30 minutes at between 25° and 30° C. A 3 N aqueous solution of hydrochloric acid (51 cc) is added at a maximum of 20° C. The acetonitrile is evaporated off under reduced pressure (20 mm Hg) at 45° C. The resulting crystals are filtered off, washed... Starting materials: C1(CC1)C=1C(=CC(=NC1)C(=O)O)OCC(F)(F)F (5-Cyclopropyl-4-(2,2,2-trifluoro-ethoxy)-pyridine-2-carboxylic acid), C(C)(C)(C)OC(C(C(C)(C)C)N)=O (2-Amino-3,3-dimethyl-butyric acid tert-butyl ester). Product: C1(CC1)C=1C(=CC(=NC1)C(=O)NC(C(=O)OC(C)(C)C)C(C)(C)C)OCC(F)(F)F (tert-butyl 2-[[5-cyclopropyl-4-(2,2,2-trifluoroethoxy)pyridine-2-carbonyl]amino]-3,3-dimethyl-butanoate). Reaction SMILES: [CH:1]1([C:4]2[C:5]([O:13][CH2:14][C:15]([F:18])([F:17])[F:16])=[CH:6][C:7]([C:10]([OH:12])=O)=[N:8][CH:9]=2)[CH2:3][CH2:2]1.[C:19]([O:23][C:24](=[O:31])[CH:25]([NH2:30])[C:26]([CH3:29])([CH3:28])[CH3:27])([CH3:22])([CH3:21])[CH3:20]>>[CH:1]1([C:4]2[C:5]([O:13][CH2:14][C:15]([F:18])([F:17])[F:16])=[CH:6][C:7]([C:10]([NH:30][CH:25]([C:26]([CH3:29])([CH3:28])[CH3:27])[C:24]([O:23][C:19]([CH3:21])([CH3:20])[CH3:22])=[O:31])=[O:12])=[N:8][CH:9]=2)[CH2:2][CH2:3]1. Procedure: The title compound was synthesized in analogy to Example 112e, using 5-Cyclopropyl-4-(2,2,2-trifluoro-ethoxy)-pyridine-2-carboxylic acid (Example 48c) and 2-Amino-3,3-dimethyl-butyric acid tert-butyl ester (CAN 99285-38-8) as starting materials and isolated (490 mg, 92%); MS (ESI, m/z): 431.6 (M+H+).